From a dataset of the Open Reaction Database (ORD), a public repository of structured organic reaction records. describe an organic reaction: reactants, conditions, products, and yield Starting materials: CCN=C=NCCCN(C)C.Cl (EDC.HCl), N([C@@H]([C@H](OCC1=CC=CC=C1)C)C(=O)O)C(=O)OC(C)(C)C (Boc-Thr(Bzl)-OH), C1(CCCCC1)O (cyclohexanol). Conditions: time 8 hour. Product: N([C@@H]([C@H](OCC1=CC=CC=C1)C)C(=O)OC1CCCCC1)C(=O)OC(C)(C)C (Boc-Thr(Bzl)-OcHex). Isolated yield 93.8%. RXN SMILES: CCN=C=NCCCN(C)C.Cl.[NH:13]([C:28]([O:30][C:31]([CH3:34])([CH3:33])[CH3:32])=[O:29])[C@H:14]([C:25]([OH:27])=[O:26])[C@@H:15]([CH3:24])[O:16][CH2:17][C:18]1[CH:23]=[CH:22][CH:21]=[CH:20][CH:19]=1.[CH:35]1(O)[CH2:40][CH2:39][CH2:38][CH2:37][CH2:36]1>>[NH:13]([C:28]([O:30][C:31]([CH3:33])([CH3:32])[CH3:34])=[O:29])[C@H:14]([C:25]([O:27][CH:35]1[CH2:40][CH2:39][CH2:38][CH2:37][CH2:36]1)=[O:26])[C@@H:15]([CH3:24])[O:16][CH2:17][C:18]1[CH:23]=[CH:22][CH:21]=[CH:20][CH:19]=1 |f:0.1|. Procedure: EDC.HCl (7.5 g, 40 mmol) was added to a stirring solution of Boc-Thr(Bzl)-OH (10 g, 32 mmol), cyclohexanol (5.0 mL, 48 mmol), and OMAP (0.66 g, 5.3 mmol) in OCM (75 mL) at 0° C. The mixture was warmed to room temperature (rt) over 30 min and stirred additionally overnight. After removal of the solvent in vacuo, the residue was dissolved in AcOEt, washed successively with 5% citric acid (3×), 5% NaHCO3 (3×) and saturated NaCl (3×), dried over MgSO4, and concentrated in vacuo. The resulting oil wa... Reactants: BrCC1=C(C(N=C(N1)C=1SC=CN1)C1=C(C=C(C=C1)Cl)Cl)C(=O)OC (Methyl 6-(bromomethyl)-4-(2,4-dichlorophenyl)-2-(thiazol-2-yl)-1,4-dihydropyrimidine-5-carboxylate), C[C@@H]1[C@H](NCCO1)C(=O)O ((2R,3S)-2-methylmorpholine-3-carboxylic acid). Yields the product ClC1=C(C=CC(=C1)Cl)C1C(=C(NC(=N1)C=1SC=CN1)CN1[C@@H]([C@H](OCC1)C)C(=O)O)C(=O)OC ((2R,3S)-4-((6-(2,4-dichlorophenyl)-5-(methoxycarbonyl)-2-(thiazol-2-yl)-3,6-dihydropyrimidin-4-yl)methyl)-2-methylmorpholine-3-carboxylic acid). Isolated yield 51.1%. Reaction SMILES: Br[CH2:2][C:3]1[NH:8][C:7]([C:9]2[S:10][CH:11]=[CH:12][N:13]=2)=[N:6][CH:5]([C:14]2[CH:19]=[CH:18][C:17]([Cl:20])=[CH:16][C:15]=2[Cl:21])[C:4]=1[C:22]([O:24][CH3:25])=[O:23].[CH3:26][C@H:27]1[O:32][CH2:31][CH2:30][NH:29][C@@H:28]1[C:33]([OH:35])=[O:34]>>[Cl:21][C:15]1[CH:16]=[C:17]([Cl:20])[CH:18]=[CH:19][C:14]=1[CH:5]1[N:6]=[C:7]([C:9]2[S:10][CH:11]=[CH:12][N:13]=2)[NH:8][C:3]([CH2:2][N:29]2[CH2:30][CH2:31][O:32][C@H:27]([CH3:26])[C@H:28]2[C:33]([OH:35])=[O:34])=[C:4]1[C:22]([O:24][CH3:25])=[O:23]. Procedure details: Methyl 6-(bromomethyl)-4-(2,4-dichlorophenyl)-2-(thiazol-2-yl)-1,4-dihydropyrimidine-5-carboxylate (0.88 g, 1.9 mmol) was reacted with (2R,3S)-2-methylmorpholine-3-carboxylic acid (0.28 g, 1.9 mmol) according to the procedure as described in Example 34 to give the title compound as a yellow solid (0.51 g, 51%). The compound was characterized by the following spectroscopic data: Reactants: BrCc1ccccn1, CCOC(=O)c1ccc2c(C=O)c(C(C)C)[nH]c2c1, CCOC(C)=O, [K+], [K+], O=C([O-])[O-], CN(C)C=O. The product is CCOC(=O)c1ccc2c(C=O)c(C(C)C)n(Cc3ccccn3)c2c1. Reaction SMILES: [Br:26][CH2:27][c:28]1[n:29][cH:30][cH:31][cH:32][cH:33]1.[CH2:1]([CH3:2])[O:3][C:4](=[O:5])[c:6]1[cH:7][cH:8][c:9]2[c:10]([CH:18]=[O:19])[c:11]([CH:15]([CH3:16])[CH3:17])[nH:12][c:13]2[cH:14]1.[CH3:39][CH2:40][O:41][C:42]([CH3:43])=[O:44].[K+:20].[K+:21].[O-:22][C:23]([O-:24])=[O:25].[O:34]=[CH:35][N:36]([CH3:37])[CH3:38]>>[CH2:1]([CH3:2])[O:3][C:4](=[O:5])[c:6]1[cH:7][cH:8][c:9]2[c:10]([CH:18]=[O:19])[c:11]([CH:15]([CH3:16])[CH3:17])[n:12]([CH2:27][c:28]3[n:29][cH:30][cH:31][cH:32][cH:33]3)[c:13]2[cH:14]1. Reactants: C(C1=CC=CC=C1)OC=1C=C2CCN(C(C2=CC1OC)C1=CC=CC=C1)C(=O)NCCN(C(C)C)C(C)C (6-benzyloxy-N-(2-diisopropylamino-ethyl)-7-methoxy-1-phenyl-3,4-dihydro-2(1H)-isoquinolinecarboxamide), CCCCC (n-pentane). The reagents and catalysts are [Pd] (palladium-on-carbon). The solvent is CO (methanol). Reaction conditions: time 23 hour. The product is C(C)(C)N(CCNC(=O)N1C(C2=CC(=C(C=C2CC1)O)OC)C1=CC=CC=C1)C(C)C (N-(2-diisopropylaminoethyl)-6-hydroxy-7-methoxy-1-phenyl-3,4-dihydro-2(1H)-isoquinolinecarboxamide). As a reaction SMILES: C([O:8][C:9]1[CH:10]=[C:11]2[C:16](=[CH:17][C:18]=1[O:19][CH3:20])[CH:15]([C:21]1[CH:26]=[CH:25][CH:24]=[CH:23][CH:22]=1)[N:14]([C:27]([NH:29][CH2:30][CH2:31][N:32]([CH:36]([CH3:38])[CH3:37])[CH:33]([CH3:35])[CH3:34])=[O:28])[CH2:13][CH2:12]2)C1C=CC=CC=1.CCCCC>CO.[Pd]>[CH:36]([N:32]([CH:33]([CH3:35])[CH3:34])[CH2:31][CH2:30][NH:29][C:27]([N:14]1[CH2:13][CH2:12][C:11]2[C:16](=[CH:17][C:18]([O:19][CH3:20])=[C:9]([OH:8])[CH:10]=2)[CH:15]1[C:21]1[CH:22]=[CH:23][CH:24]=[CH:25][CH:26]=1)=[O:28])([CH3:37])[CH3:38]. Procedure: 2.0 Parts of 6-benzyloxy-N-(2-diisopropylamino-ethyl)-7-methoxy-1-phenyl-3,4-dihydro-2(1H)-isoquinolinecarboxamide is dissolved in approximately 80 parts of methanol. 0.2 Part of a 5% palladium-on-carbon catalyst is added and the mixture is shaken at room temperature and a pressure of about 2 psi for approximately 23 hours or until one molecular equivalent of hydrogen has been absorbed. The catalyst is removed by filtration and the filtrate is concentrated under reduced pressure to give an oil w... The reactants are CC(C)(C)S(=O)N (2-methylpropane-2-sulfinamide), CC1=CC=CC(=N1)C=O (6-methylpyridine-2-carbaldehyde). The reagents and catalysts are S(=O)(=O)([O-])[O-].[Cu+2] (copper sulfate). Solvent: C(Cl)Cl (methylene chloride). Reaction conditions: time 16 hour. The product is CC(C)(C)S(=O)/N=C/C1=NC(=CC=C1)C (2-methyl-N-[(1E)-(6-methylpyridin-2-yl)methylene]propane-2-sulfinamide). As a reaction SMILES: [CH3:1][C:2]([S:5]([NH2:7])=[O:6])([CH3:4])[CH3:3].[CH3:8][C:9]1[N:14]=[C:13]([CH:15]=O)[CH:12]=[CH:11][CH:10]=1>C(Cl)Cl.S([O-])([O-])(=O)=O.[Cu+2]>[CH3:1][C:2]([S:5](/[N:7]=[CH:15]/[C:13]1[CH:12]=[CH:11][CH:10]=[C:9]([CH3:8])[N:14]=1)=[O:6])([CH3:4])[CH3:3] |f:3.4|. Procedure: To a solution of 2-methylpropane-2-sulfinamide (0.18 g, 1.49 mmol) in methylene chloride (3 mL) was added copper sulfate (0.24 g, 1.49 mmol) followed by 6-methylpyridine-2-carbaldehyde (0.2 g, 1.63 mmol). The reaction was stirred at ambient temperature for 16 hours, then filtered through a pad of celite (washing with methylene chloride) and evaporated in vacuo to give crude 2-methyl-N-[(1E)-(6-methylpyridin-2-yl)methylene]propane-2-sulfinamide. LC-MS EIMS: m/z 225.1 [M+H]+.